This data is from the Open Reaction Database (ORD), a public repository of structured organic reaction records. The task is: describe an organic reaction: reactants, conditions, products, and yield The reactants are N1=C(C=CC=C1)[Sn](CCCC)(CCCC)CCCC ((2-pyridyl)tributylstannane), C(C(C)C)OC(=O)N(S(=O)(=O)C=1C(=NC=CC1)C1=CC=C(C=C1)I)C1=NC=C(N=C1OC)C (N-isobutoxycarbonyl-N-(3-methoxy-5-methylpyrazin-2-yl)-2-(4-iodophenyl)pyridine-3-sulphonamide), O (Water). The reagents and catalysts are C=1C=CC(=CC1)[P](C=2C=CC=CC2)(C=3C=CC=CC3)[Pd]([P](C=4C=CC=CC4)(C=5C=CC=CC5)C=6C=CC=CC6)([P](C=7C=CC=CC7)(C=8C=CC=CC8)C=9C=CC=CC9)[P](C=1C=CC=CC1)(C=1C=CC=CC1)C=1C=CC=CC1 (Tetrakis(triphenylphosphine)palladium). Solvent: C=1(C(=CC=CC1)C)C (xylene). Run at temperature 125 celsius. Yields the product C(C(C)C)OC(=O)N(S(=O)(=O)C=1C(=NC=CC1)C1=CC=C(C=C1)C1=NC=CC=C1)C1=NC=C(N=C1OC)C (N-isobutoxycarbonyl-N-(3-methoxy-5-methylpyrazin-2-yl)-2-(4-(2-pyridyl)phenyl)pyridine-3-sulphonamide). The yield is 31.7%. As a reaction SMILES: [N:1]1[CH:6]=[CH:5][CH:4]=[CH:3][C:2]=1[Sn](CCCC)(CCCC)CCCC.[CH2:20]([O:24][C:25]([N:27]([C:44]1[C:49]([O:50][CH3:51])=[N:48][C:47]([CH3:52])=[CH:46][N:45]=1)[S:28]([C:31]1[C:32]([C:37]2[CH:42]=[CH:41][C:40](I)=[CH:39][CH:38]=2)=[N:33][CH:34]=[CH:35][CH:36]=1)(=[O:30])=[O:29])=[O:26])[CH:21]([CH3:23])[CH3:22].O>C1(C)C(C)=CC=CC=1.C1C=CC([P]([Pd]([P](C2C=CC=CC=2)(C2C=CC=CC=2)C2C=CC=CC=2)([P](C2C=CC=CC=2)(C2C=CC=CC=2)C2C=CC=CC=2)[P](C2C=CC=CC=2)(C2C=CC=CC=2)C2C=CC=CC=2)(C2C=CC=CC=2)C2C=CC=CC=2)=CC=1>[CH2:20]([O:24][C:25]([N:27]([C:44]1[C:49]([O:50][CH3:51])=[N:48][C:47]([CH3:52])=[CH:46][N:45]=1)[S:28]([C:31]1[C:32]([C:37]2[CH:42]=[CH:41][C:40]([C:2]3[CH:3]=[CH:4][CH:5]=[CH:6][N:1]=3)=[CH:39][CH:38]=2)=[N:33][CH:34]=[CH:35][CH:36]=1)(=[O:30])=[O:29])=[O:26])[CH:21]([CH3:23])[CH3:22] |^1:65,67,86,105|. Reported procedure: Tetrakis(triphenylphosphine)palladium (0) (45 mg) was added to a deoxygenated solution of (2-pyridyl)tributylstannane (294 mg) and N-isobutoxycarbonyl-N-(3-methoxy-5-methylpyrazin-2-yl)-2-(4-iodophenyl)pyridine-3-sulphonamide(465 mg) in xylene (15 ml). The mixture was stirred and heated under argon at 125° C. for 17 hours and then allowed to cool to ambient temperature. Water was added and the mixture was extracted with ethyl acetate. The organic layers were combined, washed with saturated sodiu... The reactants are NC1=C(C(=O)N)C=CC(=C1)C(C1=CC=CC=C1)N1C=NC=C1 (2-amino-4-[(1H-imidazol-1-yl)phenylmethyl]benzamide), COC(OC)OC (trimethoxymethane). The solvent is C(=O)O (formic acid). Reaction conditions: time 5 hour. Product: N1(C=NC=C1)C(C1=CC=C2C(NC=NC2=C1)=O)C1=CC=CC=C1 (7-[(1H-imidazol-1-yl)phenylmethyl]-4(3H)-quinazolinone). The yield is 23.6%. As a reaction SMILES: [NH2:1][C:2]1[CH:10]=[C:9]([CH:11]([N:18]2[CH:22]=[CH:21][N:20]=[CH:19]2)[C:12]2[CH:17]=[CH:16][CH:15]=[CH:14][CH:13]=2)[CH:8]=[CH:7][C:3]=1[C:4]([NH2:6])=[O:5].[CH3:23]OC(OC)OC>C(O)=O>[N:18]1([CH:11]([C:12]2[CH:17]=[CH:16][CH:15]=[CH:14][CH:13]=2)[C:9]2[CH:10]=[C:2]3[C:3]([C:4](=[O:5])[NH:6][CH:23]=[N:1]3)=[CH:7][CH:8]=2)[CH:22]=[CH:21][N:20]=[CH:19]1. Procedure: A mixture of 4.2 parts of 2-amino-4-[(1H-imidazol-1-yl)phenylmethyl]benzamide, 97 parts of trimethoxymethane and 1.3 parts of formic acid was stirred for 5 hours at reflux temperature and overnight at room temperature. The solvent was evaporated and the residue was dissolved in methanol. The solution was basified with ammonious methanol and then evaporated. The residue was purified twice by column chromatography (silica gel; CHCl3 /CH3OH 95:5; CHCl3 /CH3OH 90:10). The eluent of the desired fract... Reactants: FC=1C=C(C=CC1)C1=NOC(=C1C=1N=CNC1)C(F)(F)F (3-(3-fluoro-phenyl)-4-(1H-imidazol-4-yl)-5-trifluoromethyl-isoxazole), ClC1=NC=C(C(=O)OC)C=C1 (methyl 6-chloronicotinate). Product: COC(C1=CN=C(C=C1)N1C=NC(=C1)C=1C(=NOC1C(F)(F)F)C1=CC(=CC=C1)F)=O (6-{4-[3-(3-Fluoro-phenyl)-5-trifluoromethyl-isoxazol-4-yl]-imidazol-1-yl}-nicotinic acid methyl ester). Isolated yield 68.0%. Reaction SMILES: [F:1][C:2]1[CH:3]=[C:4]([C:8]2[C:12]([C:13]3[N:14]=[CH:15][NH:16][CH:17]=3)=[C:11]([C:18]([F:21])([F:20])[F:19])[O:10][N:9]=2)[CH:5]=[CH:6][CH:7]=1.Cl[C:23]1[CH:32]=[CH:31][C:26]([C:27]([O:29][CH3:30])=[O:28])=[CH:25][N:24]=1>>[CH3:30][O:29][C:27](=[O:28])[C:26]1[CH:31]=[CH:32][C:23]([N:16]2[CH:17]=[C:13]([C:12]3[C:8]([C:4]4[CH:5]=[CH:6][CH:7]=[C:2]([F:1])[CH:3]=4)=[N:9][O:10][C:11]=3[C:18]([F:21])([F:19])[F:20])[N:14]=[CH:15]2)=[N:24][CH:25]=1. Procedure details: As described for Example 4, 3-(3-fluoro-phenyl)-4-(1H-imidazol-4-yl)-5-trifluoromethyl-isoxazole (500 mg, 1.68 mmol) instead of 4-(1H-imidazol-4-yl)-3-phenyl-5-trifluoromethyl-isoxazole was converted, using methyl 6-chloronicotinate instead of 4-fluorobenzotrifluoride, to the title compound (495 mg, 68%) which was obtained as a white solid. MS: m/e=433.3 [M+H]+. Starting materials: C(C1=CC=CC=C1)OC(=O)NCCCCC(C(=O)OCC)=C (ethyl 2-(4-benzyloxycarbonylaminobutyl)acrylate), CC(C(NC(CCC1=CC=CC=C1)=O)P(O)=O)C (2-methyl-1-(3-phenylpropanoyl)aminopropylphosphinic acid), ( a ), C[Si](N[Si](C)(C)C)(C)C (hexamethyldisilazane). Run at temperature 110 celsius, time 30 minute. The product is C(C1=CC=CC=C1)OC(=O)NCCCCC(C(=O)OCC)CP(=O)(O)C(C(C)C)NC(CCC1=CC=CC=C1)=O (ethyl 6-benzyloxycarbonylamino-2-((2-methyl-1-(3-phenylpropanoylamino)propyl)hydroxyphosphinoyl)methylhexanoate). Isolated yield 40.8%. As a reaction SMILES: [CH3:1][CH:2]([CH3:18])[CH:3]([PH:15](=[O:17])[OH:16])[NH:4][C:5](=[O:14])[CH2:6][CH2:7][C:8]1[CH:13]=[CH:12][CH:11]=[CH:10][CH:9]=1.C[Si](C)(C)N[Si](C)(C)C.[CH2:28]([O:35][C:36]([NH:38][CH2:39][CH2:40][CH2:41][CH2:42][C:43](=[CH2:49])[C:44]([O:46][CH2:47][CH3:48])=[O:45])=[O:37])[C:29]1[CH:34]=[CH:33][CH:32]=[CH:31][CH:30]=1>>[CH2:28]([O:35][C:36]([NH:38][CH2:39][CH2:40][CH2:41][CH2:42][CH:43]([CH2:49][P:15]([CH:3]([NH:4][C:5](=[O:14])[CH2:6][CH2:7][C:8]1[CH:13]=[CH:12][CH:11]=[CH:10][CH:9]=1)[CH:2]([CH3:18])[CH3:1])([OH:16])=[O:17])[C:44]([O:46][CH2:47][CH3:48])=[O:45])=[O:37])[C:29]1[CH:30]=[CH:31][CH:32]=[CH:33][CH:34]=1. Procedure details: The 2-methyl-1-(3-phenylpropanoyl)aminopropylphosphinic acid (255 mg) obtained in (a) of Example 2 was added with hexamethyldisilazane (0.3 ml), and the mixture was stirred at 110° C. for 30 minutes. The mixture was then added with the ethyl 2-(4-benzyloxycarbonylaminobutyl)acrylate (356 mg) obtained in the above step (e), and further stirred at the same temperature for 18 hours. The organic substances were extracted with ethyl acetate, and the extract was washed with saturated brine and dried o... Starting materials: COC(=O)c1cnc(N2CCC(Oc3cc(F)ccc3Br)CC2)cn1, CO, N. Yields the product NC(=O)c1cnc(N2CCC(Oc3cc(F)ccc3Br)CC2)cn1. Reaction SMILES: [Br:1][c:2]1[c:3]([O:4][CH:5]2[CH2:6][CH2:7][N:8]([c:11]3[n:12][cH:13][c:14]([C:17]([O:19][CH3:18])=[O:20])[n:15][cH:16]3)[CH2:9][CH2:10]2)[cH:21][c:22]([F:25])[cH:23][cH:24]1.[CH3:27][OH:28].[NH3:26]>>[Br:1][c:2]1[c:3]([O:4][CH:5]2[CH2:6][CH2:7][N:8]([c:11]3[n:12][cH:13][c:14]([C:17](=[O:19])[NH2:26])[n:15][cH:16]3)[CH2:9][CH2:10]2)[cH:21][c:22]([F:25])[cH:23][cH:24]1. The reactants are C(C1=CC=CC=C1)Br (benzyl bromide), C(C)OC(C1CCN(CC1)S(=O)(=O)C1=CC=CC=C1)=O (ethyl-N-benzenesulfonyl-isonipecotate), C[Si](C)(C)[N-][Si](C)(C)C.[Li+] (Lithium bis (trimethylsilyl)amide), solution. Solvent: O1CCCC1 (tetrahydrofuran), O1CCCC1 (tetrahydrofuran). The product is C(C)OC(=O)C1(CCN(CC1)S(=O)(=O)C1=CC=CC=C1)CC1=CC=CC=C1 (Ethyl-N-Benzenesulfonyl-4-(benzyl)-piperidine-4-carboxylate). Reaction SMILES: [CH2:1]([O:3][C:4](=[O:20])[CH:5]1[CH2:10][CH2:9][N:8]([S:11]([C:14]2[CH:19]=[CH:18][CH:17]=[CH:16][CH:15]=2)(=[O:13])=[O:12])[CH2:7][CH2:6]1)[CH3:2].C[Si]([N-][Si](C)(C)C)(C)C.[Li+].[CH2:31](Br)[C:32]1[CH:37]=[CH:36][CH:35]=[CH:34][CH:33]=1>O1CCCC1>[CH2:1]([O:3][C:4]([C:5]1([CH2:31][C:32]2[CH:37]=[CH:36][CH:35]=[CH:34][CH:33]=2)[CH2:10][CH2:9][N:8]([S:11]([C:14]2[CH:19]=[CH:18][CH:17]=[CH:16][CH:15]=2)(=[O:12])=[O:13])[CH2:7][CH2:6]1)=[O:20])[CH3:2] |f:1.2|. Procedure: A solution of ethyl-N-benzenesulfonyl-isonipecotate (5 g, 0.016 mole) in tetrahydrofuran (1 L) at -78° C. was treated with a solution of Lithium bis (trimethylsilyl)amide in tetrahydrofuran (18.5 mL of a 1M solution). The solution was stirred at -60° for 15 minutes at which time benzyl bromide (3.15 g, 0.016 moles) was added and the reaction warmed to room temperature over 1.5 hours. The reaction was concentrated at reduced pressure to @ one quarter volume and then poured into saturated aqueous ...